From a dataset of the Open Reaction Database (ORD), a public repository of structured organic reaction records. describe an organic reaction: reactants, conditions, products, and yield Starting materials: polyamine, C1(=CC=CC=C1)CC1=CC=CC=C1 (diphenylmethane), amine, amine, ( C ), O (water), O (water), polyamine, ( 2 ), amine, NC1=CC=CC=C1 (aniline), polyamine, phase ( R ), phase ( B ). Product: NC1=CC=CC=C1.C=O (aniline formaldehyde). Procedure: A further improved and thus preferred embodiment of the process according to the invention is achieved in that a partial quantity (D") of the organic phase (D) leaving extraction stage (3) is separated and extracted countercurrently in an upstream, preferably multistage, extraction stage (2) with at least a partial quantity, preferably with the entire stream of (C) and the partial stream (D") is calculated in such a manner that the polyamine contained in (D") is as far as possible transferred in... RXN SMILES: [NH2:1][C:2]1[CH:7]=[CH:6][CH:5]=[CH:4][CH:3]=1.[C:8]1(CC2C=CC=CC=2)C=CC=CC=1.[OH2:21]>>[NH2:1][C:2]1[CH:7]=[CH:6][CH:5]=[CH:4][CH:3]=1.[CH2:8]=[O:21] |f:3.4|.